From a dataset of the Open Reaction Database (ORD), a public repository of structured organic reaction records. describe an organic reaction: reactants, conditions, products, and yield Starting materials: solution, C(=O)(Cl)Cl (phosgene), OC(CN1CCC(CC1)NCCNC1=CC=NC=C1)COC1=C(C=CC=C1)OC (1-[2-hydroxy-3-(2-methoxyphenyloxy)-propyl]-4-[2-(4-pyridylamino)-ethylamino]-piperidine). Run in [OH-].[K+] (potassium hydroxide), C1(=CC=CC=C1)C (toluene), C1(=CC=CC=C1)C (toluene), [OH-].[K+] (potassium hydroxide). The product is Cl.Cl.OC(CN1CCC(CC1)N1C(N(CC1)C1=CC=NC=C1)=O)COC1=C(C=CC=C1)OC (1-{1-[2-hydroxy-3-(2-methoxyphenyloxy)-propyl]-4-piperidyl}-3-(4-pyridyl)-imidazolidin-2-one-dihydrochloride), hemihydrate. Reaction SMILES: [C:1](Cl)([Cl:3])=[O:2].[OH:5][CH:6]([CH2:24][O:25][C:26]1[CH:31]=[CH:30][CH:29]=[CH:28][C:27]=1[O:32][CH3:33])[CH2:7][N:8]1[CH2:13][CH2:12][CH:11]([NH:14][CH2:15][CH2:16][NH:17][C:18]2[CH:23]=[CH:22][N:21]=[CH:20][CH:19]=2)[CH2:10][CH2:9]1>C1(C)C=CC=CC=1.[OH-].[K+]>[ClH:3].[ClH:3].[OH:5][CH:6]([CH2:24][O:25][C:26]1[CH:31]=[CH:30][CH:29]=[CH:28][C:27]=1[O:32][CH3:33])[CH2:7][N:8]1[CH2:13][CH2:12][CH:11]([N:14]2[CH2:15][CH2:16][N:17]([C:18]3[CH:23]=[CH:22][N:21]=[CH:20][CH:19]=3)[C:1]2=[O:2])[CH2:10][CH2:9]1 |f:3.4,5.6.7|. Procedure: With stirring, 392 ml of an approx. 20% solution of phosgene in toluene are added dropwise at a reaction temperature of 5° to 10° C in the course of 1 hour to a mixture of 31.5 g of 1-[2-hydroxy-3-(2-methoxyphenyloxy)-propyl]-4-[2-(4-pyridylamino)-ethylamino]-piperidine in 300 ml of toluene and 126 ml of 3N aqueous potassium hydroxide solution. Thereafter 120 ml of a 6N aqueous potassium hydroxide solution are added dropwise at the same temperature in the course of 30 minutes. The reaction mixtu...